This data is from the Open Reaction Database (ORD), a public repository of structured organic reaction records. The task is: describe an organic reaction: reactants, conditions, products, and yield Reactants: CS(=O)(=O)OCC=1C=NC=NC1 (pyrimidin-5-ylmethyl methanesulfonate), C1(CCC1)C1=CC=C(C=C1)CO ((4-cyclobutylphenyl)methanol). The product is CS(=O)(=O)OCC1=CC=C(C=C1)C1CCC1 (4-Cyclobutylbenzyl methanesulfonate). As a reaction SMILES: [CH3:1][S:2]([O:5][CH2:6][C:7]1[CH:8]=NC=N[CH:12]=1)(=[O:4])=[O:3].[CH:13]1([C:17]2[CH:22]=CC(CO)=C[CH:18]=2)[CH2:16][CH2:15][CH2:14]1>>[CH3:1][S:2]([O:5][CH2:6][C:7]1[CH:8]=[CH:22][C:17]([CH:13]2[CH2:16][CH2:15][CH2:14]2)=[CH:18][CH:12]=1)(=[O:4])=[O:3]. Reported procedure: 4-Cyclobutylbenzyl methanesulfonate was prepared in a similar manner as used to prepare pyrimidin-5-ylmethyl methanesulfonate using (4-cyclobutylphenyl)methanol instead of pyrimidin-5-ylmethanol. The product was used directly in the next reaction without characterization. The reactants are Cl, CCC(=O)c1ccc(NS(C)(=O)=O)c(Sc2ccc(F)cc2F)c1, CON=O, C1CCOC1. Product: CC(=NO)C(=O)c1ccc(NS(C)(=O)=O)c(Sc2ccc(F)cc2F)c1. Reaction SMILES: [ClH:34].[F:5][c:6]1[c:7]([S:13][c:14]2[c:15]([NH:16][S:17](=[O:18])(=[O:19])[CH3:20])[cH:21][cH:22][c:23]([C:25]([CH2:26][CH3:27])=[O:28])[cH:24]2)[cH:8][cH:9][c:10]([F:12])[cH:11]1.[N:1](=[O:2])[O:3][CH3:4].[O:29]1[CH2:30][CH2:31][CH2:32][CH2:33]1>>[N:1]([OH:2])=[C:26]([C:25]([c:23]1[cH:22][cH:21][c:15]([NH:16][S:17](=[O:18])(=[O:19])[CH3:20])[c:14]([S:13][c:7]2[c:6]([F:5])[cH:11][c:10]([F:12])[cH:9][cH:8]2)[cH:24]1)=[O:28])[CH3:27]. Starting materials: N1([C@H](C(=O)N[C@@H](CCC(N)=O)C(=O)NNC(=O)OC(C)(C)C)CCC1)C(=O)OCC1=CC=CC=C1 (Z-Pro-Gln-NHNHBoc). The reagents and catalysts are [Pd] (palladium). Run in CO (methanol). The product is N1[C@H](C(=O)N[C@@H](CCC(N)=O)C(=O)NNC(=O)OC(C)(C)C)CCC1 (H-Pro-Gln-NHNHBoc). As a reaction SMILES: [N:1]1(C(OCC2C=CC=CC=2)=O)[CH2:25][CH2:24][CH2:23][C@H:2]1[C:3]([NH:5][C@H:6]([C:12]([NH:14][NH:15][C:16]([O:18][C:19]([CH3:22])([CH3:21])[CH3:20])=[O:17])=[O:13])[CH2:7][CH2:8][C:9](=[O:11])[NH2:10])=[O:4]>CO.[Pd]>[NH:1]1[CH2:25][CH2:24][CH2:23][C@H:2]1[C:3]([NH:5][C@H:6]([C:12]([NH:14][NH:15][C:16]([O:18][C:19]([CH3:20])([CH3:21])[CH3:22])=[O:17])=[O:13])[CH2:7][CH2:8][C:9](=[O:11])[NH2:10])=[O:4]. Reported procedure: 5.50 Grams of Z-Pro-Gln-NHNHBoc was dissolved in 50 ml of methanol and was catalytically reduced by using palladium as the catalyst to obtain H-Pro-Gln-NHNHBoc. The reactants are P(=O)(O)(O)CN(CC(=O)O)CC(=O)O (N-(phosphonomethyl)iminodiacetic acid), OO (hydrogen peroxide). Run in O (water). Run at temperature 65 celsius. Product: P(=O)(O)(O)CNCC(=O)O (N-(phosphonomethyl)glycine). RXN SMILES: [P:1]([CH2:5][N:6](CC(O)=O)[CH2:7][C:8]([OH:10])=[O:9])([OH:4])([OH:3])=[O:2].OO>O>[P:1]([CH2:5][NH:6][CH2:7][C:8]([OH:10])=[O:9])([OH:4])([OH:3])=[O:2]. Procedure: To 100 mL of water, 5 g of an activated carbon shown in Table 1 and 20.0 g of N-(phosphonomethyl)iminodiacetic acid were added. Into the mixture, 20.0 g of a hydrogen peroxide aqueous solution having a concentration of 30% by mass was added dropwise over 3 hours at 65° C. under stirring while maintaining the temperature of 65° C. After the completion of the dropping, the resulting mixture was maintained for 1 hour, and N-(phosphonomethyl)glycine was then isolated as a crystal. The isolated cryst... Starting materials: ClC1=C(C=NC(=C1)Cl)N (4,6-dichloropyridin-3-amine), C(C)(C)N=C=S (isopropyl isothiocyanate), [H-].[Na+] (NaH). Run in CN(C)C=O (DMF). Conditions: time 10 minute. Yields the product ClC1=CC2=C(C=N1)N=C(S2)NC(C)C (6-chloro-N-isopropylthiazolo[4,5-c]pyridin-2-amine). Yield: 61.5%. RXN SMILES: Cl[C:2]1[CH:7]=[C:6]([Cl:8])[N:5]=[CH:4][C:3]=1[NH2:9].[CH:10]([N:13]=[C:14]=[S:15])([CH3:12])[CH3:11].[H-].[Na+]>CN(C=O)C>[Cl:8][C:6]1[N:5]=[CH:4][C:3]2[N:9]=[C:14]([NH:13][CH:10]([CH3:12])[CH3:11])[S:15][C:2]=2[CH:7]=1 |f:2.3|. Procedure: To a solution of 4,6-dichloropyridin-3-amine (0.50 g, 3.07 mmol, 1.0 eq.) and isopropyl isothiocyanate (0.33 mL, 3.10 mmol, 1.0 eq.) in DMF under nitrogen at 0° C. was added NaH (60% in mineral oil, 0.194 g, 4.85 mmol, 1.6 eq.). After 10 min., the cold bath was removed, and the reaction mixture was stirred to room temperature for 10 min. It was then heated at 65° C. for 1 hr and cooled to room temperature. At 0° C., aqueous HCl (1 N), water and EtOAc were added, and the reaction mixture was stir... Starting materials: BrC(C=1C=C(C#N)C=CC1)C1=CC=C(C=C1)Cl (3-[bromo(4-chlorophenyl)methyl]benzonitrile), FC=1C=C(C=C(C1)F)C(C(C)(C)C)C1CNC1 (3-[1-(3,5-difluorophenyl)-2,2-dimethylpropyl]azetidine), C(C)(C)N(C(C)C)CC (N,N-diisopropylethylamine). Solvent: C(C)#N (acetonitrile). The product is ClC1=CC=C(C=C1)C(C=1C=C(C#N)C=CC1)N1CC(C1)C(C(C)(C)C)C1=CC(=CC(=C1)F)F (3-((4-chlorophenyl){3-[1-(3,5-difluorophenyl)-2,2-dimethylpropyl]azetidin-1-yl}methyl)benzonitrile). As a reaction SMILES: Br[CH:2]([C:11]1[CH:16]=[CH:15][C:14]([Cl:17])=[CH:13][CH:12]=1)[C:3]1[CH:4]=[C:5]([CH:8]=[CH:9][CH:10]=1)[C:6]#[N:7].[F:18][C:19]1[CH:20]=[C:21]([CH:26]([CH:31]2[CH2:34][NH:33][CH2:32]2)[C:27]([CH3:30])([CH3:29])[CH3:28])[CH:22]=[C:23]([F:25])[CH:24]=1.C(N(CC)C(C)C)(C)C>C(#N)C>[Cl:17][C:14]1[CH:15]=[CH:16][C:11]([CH:2]([N:33]2[CH2:34][CH:31]([CH:26]([C:21]3[CH:20]=[C:19]([F:18])[CH:24]=[C:23]([F:25])[CH:22]=3)[C:27]([CH3:30])([CH3:28])[CH3:29])[CH2:32]2)[C:3]2[CH:4]=[C:5]([CH:8]=[CH:9][CH:10]=2)[C:6]#[N:7])=[CH:12][CH:13]=1. Procedure: A mixture of 263 mg (0.86 mmol) of 3-[bromo(4-chlorophenyl)methyl]benzonitrile, 213 mg (0.574 mmol) of 3-[1-(3,5-difluorophenyl)-2,2-dimethylpropyl]azetidine and 300 uL (1.72 mmol) of N,N-diisopropylethylamine in 6 mL of acetonitrile was heated to reflux for 3 h. Then the solution was concentrated and the residue was dissolved in 5 mL of hexane/ether. 1.5 mL of 1N HCl in ether was added to above solution to make salt. It was filtered and washed with hexane/ether. The residue was neutralized with...